From a dataset of the Open Reaction Database (ORD), a public repository of structured organic reaction records. describe an organic reaction: reactants, conditions, products, and yield The reactants are C1CCOC1, COCCO, CCOC(C)=O, CC(C)(C)[O-], O=[N+]([O-])c1ccc(F)cc1F. Product: COCCOc1cc(F)ccc1[N+](=O)[O-]. Reaction SMILES: [CH2:22]1[O:23][CH2:24][CH2:25][CH2:26]1.[CH3:1][O:2][CH2:3][CH2:4][OH:5].[CH3:27][CH2:28][O:29][C:30](=[O:31])[CH3:32].[CH3:6][C:7]([CH3:8])([O-:9])[CH3:10].[F:11][c:12]1[c:13]([N+:19](=[O:20])[O-:21])[cH:14][cH:15][c:16]([F:18])[cH:17]1>>[CH3:1][O:2][CH2:3][CH2:4][O:5][c:12]1[c:13]([N+:19](=[O:20])[O-:21])[cH:14][cH:15][c:16]([F:18])[cH:17]1. Starting materials: CCO, CC1(C)CC(=O)C(c2c(Cl)cc([N+](=O)[O-])cc2Cl)C(=O)C1, [NH4+], [OH-], S. The product is CC1(C)CC(=O)C(c2c(Cl)cc(N)cc2Cl)C(=O)C1. As a reaction SMILES: [CH3:25][CH2:26][OH:27].[Cl:1][c:2]1[c:3]([CH:12]2[C:13](=[O:21])[CH2:14][C:15]([CH3:19])([CH3:20])[CH2:16][C:17]2=[O:18])[c:4]([Cl:11])[cH:5][c:6]([N+:8]([O-:9])=[O:10])[cH:7]1.[NH4+:24].[OH-:23].[SH2:22]>>[Cl:1][c:2]1[c:3]([CH:12]2[C:13](=[O:21])[CH2:14][C:15]([CH3:19])([CH3:20])[CH2:16][C:17]2=[O:18])[c:4]([Cl:11])[cH:5][c:6]([NH2:8])[cH:7]1. Reactants: O=C(CCCCCCCC(=O)OC)CCC=O (9-keto-12-oxo-dodecanoic acid, methyl ester), C[O-].[Na+] (sodium methoxide). Run in CO (methanol). Yields the product O=C1CCC=C1CCCCCCC(=O)OC (7-(5-keto-cyclopentenyl)-heptanoic acid, methyl ester). As a reaction SMILES: O=[C:2]([CH2:14][CH2:15][CH:16]=[O:17])[CH2:3][CH2:4][CH2:5][CH2:6][CH2:7][CH2:8][CH2:9][C:10]([O:12][CH3:13])=[O:11].C[O-].[Na+]>CO>[O:17]=[C:16]1[C:3]([CH2:4][CH2:5][CH2:6][CH2:7][CH2:8][CH2:9][C:10]([O:12][CH3:13])=[O:11])=[CH:2][CH2:14][CH2:15]1 |f:1.2|. Procedure: A solution of the ester (VI) (10 g, 0.041 mole) in methanol (15 ml) is added dropwise, under nitrogen and stirring at reflux, to a solution of sodium methoxide [prepared from sodium (2.17 g; 0.094 mole) and methanol (280 ml)] At the end of the addition, the mixture is refluxed for 15 minutes. The reactants are Cc1ccccc1, CC(C)(C)OC(=O)NN, O=C1OC(=O)c2ccccc21, O. Product: CC(C)(C)OC(=O)NN1C(=O)c2ccccc2C1=O. As a reaction SMILES: [CH3:10][c:11]1[cH:12][cH:13][cH:14][cH:15][cH:16]1.[NH:1]([NH2:2])[C:3](=[O:4])[O:5][C:6]([CH3:7])([CH3:8])[CH3:9].[O:17]=[C:18]1[O:19][C:20](=[O:21])[c:22]2[cH:23][cH:24][cH:25][cH:26][c:27]21.[OH2:28]>>[NH:1]([N:2]1[C:18](=[O:17])[c:27]2[c:22]([cH:23][cH:24][cH:25][cH:26]2)[C:20]1=[O:19])[C:3](=[O:4])[O:5][C:6]([CH3:7])([CH3:8])[CH3:9]. Reaction SMILES: Cl[C:2]1[N:7]=[C:6]([NH:8][C:9]2[CH:13]=[C:12]([CH3:14])[NH:11][N:10]=2)[N:5]2[CH:15]=[CH:16][N:17]=[C:4]2[CH:3]=1.[CH3:18][N:19]1[CH2:24][CH2:23][NH:22][CH2:21][CH2:20]1>CN(C=O)C>[CH3:18][N:19]1[CH2:24][CH2:23][N:22]([C:2]2[N:7]=[C:6]([NH:8][C:9]3[CH:13]=[C:12]([CH3:14])[NH:11][N:10]=3)[N:5]3[CH:15]=[CH:16][N:17]=[C:4]3[CH:3]=2)[CH2:21][CH2:20]1. The solvent is CN(C)C=O (DMF). Procedure: Referring to Scheme 6, (7-Chloro-imidazo[1,2-c]pyrimidin-5-yl)-(5-methyl-1H-pyrazol-3-yl)-amine (0.12 mol) and 1-methyl-piperazine (1.2 mol) were dissolved in DMF (0.3 mL) This solution was heated at between 150-200° C. for 1-25 minutes using a microwave reactor. Purification by preparative HPLC afforded the product as a solid. 1H NMR (400 MHz, DMSO-D6) δ ppm 2.27 (s, 3H) 2.84 (s, 3H) 3.13 (bs, 2H) 3.32-3.49 (m, 4H) 4.41 (bs, 2H) 6.31 (s, 1H) 6.38 (s, 1H) 7.78 (d, J=2.53 Hz, 1H) 8.29 (d, J=2.27 ... Starting materials: ClC1=CC=2N(C(=N1)NC1=NNC(=C1)C)C=CN2 ((7-Chloro-imidazo[1,2-c]pyrimidin-5-yl)-(5-methyl-1H-pyrazol-3-yl)-amine), CN1CCNCC1 (1-methyl-piperazine). The product is CN1CCN(CC1)C1=CC=2N(C(=N1)NC1=NNC(=C1)C)C=CN2 ([7-(4-Methyl-piperazin-1-yl)-imidazo[1,2-c]pyrimidin-5-yl]-(5-methyl-1H-pyrazol-3-yl)-amine). Run at temperature 175 celsius. The reactants are CN1S(CC2=C1C=CC(=C2)[N+](=O)[O-])(=O)=O (1-methyl-5-nitro-1,3-dihydro-2H-2,1-benzisothiazole-2,2-dione), CCOC(=O)C (EtOAc), O1[C@H](C1)CNC(C)=O (N-[(2S)oxiranylmethyl] acetamide), FC(S(=O)(=O)[O-])(F)F.[Mg+2].FC(S(=O)(=O)[O-])(F)F (magnesium trifluoromethanesulfonate). Solvent: [Pd] (Pd/C), CC#N (CH3CN). Conditions: time 2 hour. Yields the product O[C@@H](CNC(C)=O)CNC=1C=CC2=C(CS(N2C)(=O)=O)C1 (N-{(2R)-2-hydroxy-3-[(1-methyl-2,2-dioxo-2,3-dihydro-1H-2,1-benzisothiazol-5-yl)amino]propyl}acetamide). Isolated yield 83.4%. RXN SMILES: [CH3:1][N:2]1[C:6]2[CH:7]=[CH:8][C:9]([N+:11]([O-])=O)=[CH:10][C:5]=2[CH2:4][S:3]1(=[O:15])=[O:14].CCOC(C)=O.[O:22]1[CH2:24][C@@H:23]1[CH2:25][NH:26][C:27](=[O:29])[CH3:28].FC(F)(F)S([O-])(=O)=O.[Mg+2].FC(F)(F)S([O-])(=O)=O>[Pd].CC#N>[OH:22][C@H:23]([CH2:24][NH:11][C:9]1[CH:8]=[CH:7][C:6]2[N:2]([CH3:1])[S:3](=[O:15])(=[O:14])[CH2:4][C:5]=2[CH:10]=1)[CH2:25][NH:26][C:27](=[O:29])[CH3:28] |f:3.4.5|. Procedure: The product of Step 1 (0.20 g, 0.88 mmol) is dissolved into EtOAc (30 mL) in a Parr bottle and 10% Pd/C (100 mg) added under nitrogen. The mixture is hydrogenated on a Parr apparatus for 2 hrs at 30 psi. Filtration and evaporation of solvent gave a white solid. This material is added to a mixture of N-[(2S)oxiranylmethyl] acetamide (0.81 g, 7.0 mmol) and magnesium trifluoromethanesulfonate (0.42 g, 1.3 mmol) in dry CH3CN (10 mL) at room temperature. After 20 hrs solvent is evaporated and the res... Starting materials: C(C)OC1=CC=C(C=C1)C1(C(C1)(Cl)Cl)C(=O)O (1-p-ethoxyphenyl-2,2-dichlorocyclopropane-1-carboxylic acid), S(=O)(Cl)Cl (thionyl chloride). The product is C(C)OC1=CC=C(C=C1)C1(C(C1)(Cl)Cl)C(=O)Cl (1-p-Ethoxyphenyl-2,2-dichlorocyclopropane-1-carbonyl chloride). RXN SMILES: [CH2:1]([O:3][C:4]1[CH:9]=[CH:8][C:7]([C:10]2([C:15]([OH:17])=O)[CH2:12][C:11]2([Cl:14])[Cl:13])=[CH:6][CH:5]=1)[CH3:2].S(Cl)([Cl:20])=O>>[CH2:1]([O:3][C:4]1[CH:9]=[CH:8][C:7]([C:10]2([C:15]([Cl:20])=[O:17])[CH2:12][C:11]2([Cl:14])[Cl:13])=[CH:6][CH:5]=1)[CH3:2]. Reported procedure: The 1-p-ethoxyphenyl-2,2-dichlorocyclopropane-1-carboxylic acid (1.38 g) was refluxed on a water bath with thionyl chloride (1.19 g) for 15 minutes. The excess thionyl chloride was then evaporated under vacuum (1 Torr.) and the residue of carbonyl chloride reacted without further purification with one of the alcohols (a), (b), (c) or (d). ##STR11##